From a dataset of the Open Reaction Database (ORD), a public repository of structured organic reaction records. describe an organic reaction: reactants, conditions, products, and yield Starting materials: Cl.N[C@H]1C[C@@H](C[C@@H]1F)NC(=O)C1=C(NC2=C1N=CN=C2C2=C(C=CC(=C2)C(F)F)OCC2CC2)C (N-[(1S*,3S*,4S*)-3-Amino-4-fluorocyclopentyl]-4-[2-(cyclopropylmethoxy)-5-(difluoromethyl)phenyl]-6-methyl-5H-pyrrolo[3,2-d]pyrimidine-7-carboxamide hydrochloride), C(CC)(=O)Cl (propionyl chloride). The product is C1(CC1)COC1=C(C=C(C=C1)C(F)F)C=1C2=C(N=CN1)C(=C(N2)C)C(=O)N[C@@H]2C[C@@H]([C@H](C2)NC(CC)=O)F (4-[2-(Cyclopropylmethoxy)-5-(difluoromethyl)phenyl]-N-[(1S*,3S*,4S*)-3-fluoro-4-(propanoylamino)cyclopentyl]-6-methyl-5H-pyrrolo[3,2-d]pyrimidine-7-carboxamide). Reaction SMILES: Cl.[NH2:2][C@@H:3]1[C@@H:7]([F:8])[CH2:6][C@@H:5]([NH:9][C:10]([C:12]2[C:16]3[N:17]=[CH:18][N:19]=[C:20]([C:21]4[CH:26]=[C:25]([CH:27]([F:29])[F:28])[CH:24]=[CH:23][C:22]=4[O:30][CH2:31][CH:32]4[CH2:34][CH2:33]4)[C:15]=3[NH:14][C:13]=2[CH3:35])=[O:11])[CH2:4]1.[C:36](Cl)(=[O:39])[CH2:37][CH3:38]>>[CH:32]1([CH2:31][O:30][C:22]2[CH:23]=[CH:24][C:25]([CH:27]([F:29])[F:28])=[CH:26][C:21]=2[C:20]2[C:15]3[NH:14][C:13]([CH3:35])=[C:12]([C:10]([NH:9][C@H:5]4[CH2:4][C@H:3]([NH:2][C:36](=[O:39])[CH2:37][CH3:38])[C@@H:7]([F:8])[CH2:6]4)=[O:11])[C:16]=3[N:17]=[CH:18][N:19]=2)[CH2:34][CH2:33]1 |f:0.1|. Reported procedure: Starting from N-[(1S*,3S*,4S*)-3-amino-4-fluorocyclopentyl]-4-[2-(cyclopropylmethoxy)-5-(difluoromethyl)phenyl]-6-methyl-5H-pyrrolo[3,2-d]pyrimidine-7-carboxamide hydrochloride (example D.f70) and commercially available propionyl chloride the title compound is obtained as colorless solid.